This data is from the Open Reaction Database (ORD), a public repository of structured organic reaction records. The task is: describe an organic reaction: reactants, conditions, products, and yield Reactants: Cl.C1(CCCC1)NN (cyclopentylhydrazine hydrochloride), C(=O)(OC(C)(C)C)N1CCC(CC1)=O (Boc-4-piperidone), C(=O)([O-])[O-].[K+].[K+] (K2CO3). Solvent: CCO (EtOH). Yields the product C1(CCCC1)NN=C1CCN(CC1)C(=O)OC(C)(C)C (tert-butyl 4-(cyclopentylhydrazono)piperidine-1-carboxylate). Reaction SMILES: Cl.[CH:2]1([NH:7][NH2:8])[CH2:6][CH2:5][CH2:4][CH2:3]1.[C:9]([N:16]1[CH2:21][CH2:20][C:19](=O)[CH2:18][CH2:17]1)([O:11][C:12]([CH3:15])([CH3:14])[CH3:13])=[O:10].C([O-])([O-])=O.[K+].[K+]>CCO>[CH:2]1([NH:7][N:8]=[C:19]2[CH2:20][CH2:21][N:16]([C:9]([O:11][C:12]([CH3:15])([CH3:14])[CH3:13])=[O:10])[CH2:17][CH2:18]2)[CH2:6][CH2:5][CH2:4][CH2:3]1 |f:0.1,3.4.5|. Procedure: A mixture of cyclopentylhydrazine hydrochloride (1.07 g, 7.83 mmol), Boc-4-piperidone (1.57 g, 7.86 mmol) and K2CO3 (2.2 g, 16 mmol) in EtOH (20 mL) is heated at reflux for 3 hr. The mixture is filtered and the filtrated is concentrated to give the title compound as an oil that is used in the next step without further purification. MS (M+1): 282.2.